From a dataset of the Open Reaction Database (ORD), a public repository of structured organic reaction records. describe an organic reaction: reactants, conditions, products, and yield As a reaction SMILES: [CH:1]1([CH:7]([CH2:8][CH:9]=[CH2:10])[c:11]2[c:12]([NH2:28])[n:13][c:14]3[cH:15][cH:16][c:17]([O:21][c:22]4[cH:23][cH:24][cH:25][cH:26][cH:27]4)[cH:18][c:19]3[cH:20]2)[CH2:2][CH2:3][CH2:4][CH2:5][CH2:6]1.[CH:29]12[CH2:30][CH2:31][CH2:32][CH:33]([BH:34]1)[CH2:35][CH2:36][CH2:37]2.[Na+:39].[O:42]1[CH2:43][CH2:44][CH2:45][CH2:46]1.[OH-:38].[OH2:47].[OH:40][OH:41]>>[CH:1]1([CH:7]([CH2:8][CH2:9][CH2:10][OH:38])[c:11]2[c:12]([NH2:28])[n:13][c:14]3[cH:15][cH:16][c:17]([O:21][c:22]4[cH:23][cH:24][cH:25][cH:26][cH:27]4)[cH:18][c:19]3[cH:20]2)[CH2:2][CH2:3][CH2:4][CH2:5][CH2:6]1. The product is Nc1nc2ccc(Oc3ccccc3)cc2cc1C(CCCO)C1CCCCC1. Starting materials: C=CCC(c1cc2cc(Oc3ccccc3)ccc2nc1N)C1CCCCC1, B1C2CCCC1CCC2, [Na+], C1CCOC1, [OH-], O, OO. Starting materials: ClC1=C(C=C(C=C1)[N+](=O)[O-])O (2-Chloro-5-nitrophenol), Cl[Sn]Cl (SnCl2), C(=O)([O-])[O-].[K+].[K+] (K2CO3). The solvent is CCO (EtOH). Yields the product NC=1C=CC(=C(C1)O)Cl (5-Amino-2-chlorophenol). RXN SMILES: [Cl:1][C:2]1[CH:7]=[CH:6][C:5]([N+:8]([O-])=O)=[CH:4][C:3]=1[OH:11].Cl[Sn]Cl.C([O-])([O-])=O.[K+].[K+]>CCO>[NH2:8][C:5]1[CH:6]=[CH:7][C:2]([Cl:1])=[C:3]([OH:11])[CH:4]=1 |f:2.3.4|. Reported procedure: 2-Chloro-5-nitrophenol (3.06 g, 17.6 mmol) and SnCl2 (10.0 g, 52.8 mmol) in EtOH (120 mL) were heated for 10 h at 80° C. The reaction was treated with 1N K2CO3 (aq) and filtered through Celite. Most of the solvent was removed under vacuum. The crude was treated with saturated NaHCO3 and extracted with EtOAc twice. The organic layers were washed with water then brine, dried over Na2SO4, filtered, and concentrated in vacuo to yield the title compound as a brown-green solid. Starting materials: FC=1C=CC(=C(N)C1)C (5-fluoro-2-methylaniline), C(C)(=O)OC(C)=O (acetic anhydride), BrBr (bromine). The solvent is C1(=CC=CC=C1)C (toluene), C(C)(=O)O (acetic acid), O (water). Reaction conditions: time 12 hour. The product is BrC1=CC(=C(C=C1F)NC(C)=O)C (N-(4-bromo-5-fluoro-2-methylphenyl)acetamide). Isolated yield 87.4%. RXN SMILES: [F:1][C:2]1[CH:3]=[CH:4][C:5]([CH3:9])=[C:6]([CH:8]=1)[NH2:7].[C:10]([O:13]C(=O)C)(=O)[CH3:11].[Br:17]Br>C1(C)C=CC=CC=1.C(O)(=O)C.O>[Br:17][C:3]1[C:2]([F:1])=[CH:8][C:6]([NH:7][C:10](=[O:13])[CH3:11])=[C:5]([CH3:9])[CH:4]=1. Procedure: A solution of 5-fluoro-2-methylaniline (24A, 25 g, 200 mmol) in toluene (250 mL) was treated with acetic anhydride (25 mL. 226 mmol) heated at reflux for 1 hour. The reaction mixture was cooled when a colorless solid precipitated out which was filtered and washed with a mixture of ether and hexanes. The colorless solid was taken in acetic acid (150 mL) and treated dropwise with a solution of bromine (9.6 mL, 186 mmol) in acetic acid (20 mL) and stirred at room temperature. for 12 hours. The solu... Starting materials: [OH-].[NH4+] (ammonium hydroxide), Cl.CN(CCCN=C=NCC)C (1-(3-Dimethylaminopropyl)-3-ethylcarbodiimide hydrochloride), C(C)(C)(C)OC(=O)NC(CC1=CC(=NN1CCC)C(=O)O)(C)C (5-{2-[(tert-butoxycarbonyl)amino]-2-methylpropyl}-1-propyl-1H-pyrazole-3-carboxylic acid), ON1N=NC2=C1C=CC=C2 (1-hydroxybenzotriazole). The solvent is CN(C)C=O (DMF), O (Water). Reaction conditions: time 5.5 hour. Yields the product NC(=O)C1=NN(C(=C1)CC(C)(C)NC(OC(C)(C)C)=O)CCC (tert-butyl 2-[3-(aminocarbonyl)-1-propyl-1H-pyrazol-5-yl]-1,1-dimethylethylcarbamate). Isolated yield 93.7%. As a reaction SMILES: Cl.C[N:3](C)CCCN=C=NCC.[C:13]([O:17][C:18]([NH:20][C:21]([CH3:35])([CH3:34])[CH2:22][C:23]1[N:27]([CH2:28][CH2:29][CH3:30])[N:26]=[C:25]([C:31](O)=[O:32])[CH:24]=1)=[O:19])([CH3:16])([CH3:15])[CH3:14].ON1C2C=CC=CC=2N=N1.[OH-].[NH4+]>CN(C=O)C.O>[NH2:3][C:31]([C:25]1[CH:24]=[C:23]([CH2:22][C:21]([NH:20][C:18](=[O:19])[O:17][C:13]([CH3:16])([CH3:15])[CH3:14])([CH3:35])[CH3:34])[N:27]([CH2:28][CH2:29][CH3:30])[N:26]=1)=[O:32] |f:0.1,4.5|. Reported procedure: 1-(3-Dimethylaminopropyl)-3-ethylcarbodiimide hydrochloride (5.68 g, 29.6 mmol) was added to a solution of 5-{2-[(tert-butoxycarbonyl)amino]-2-methylpropyl}-1-propyl-1H-pyrazole-3-carboxylic acid (8.77 g, 27.0 mmol) and 1-hydroxybenzotriazole (4.00 g, 29.6 mmol) in DMF (44 mL) at ambient temperature. The mixture was stirred for 5.5 hours until a solution formed, then was cooled in an ice bath. Concentrated ammonium hydroxide (5.5 mL) was added and the cloudy solution was stirred for 10 minutes, ... Starting materials: resultant mixture, Cl (hydrochloric acid), C1(=CC=CC=C1)C (toluene), C[Al](C)C (trimethylaluminum), C(C1=CC=CC=C1)OC(=O)N1CCC(CC1)NCCCC1=C(C(=O)OCC)C=CC=N1 (ethyl 2-(3-((1-((benzyloxy)carbonyl)piperidin-4-yl)amino)propyl)nicotinate). Solvent: O (Water), ClCCl (dichloromethane). The product is O=C1N(CCCC2=C1C=CC=N2)C2CCN(CC2)C(=O)OCC2=CC=CC=C2 (Benzyl 4-(5-oxo-5,7,8,9-tetrahydro-6H-pyrido[3,2-c]azepin-6-yl)piperidine-1-carboxylate). Yield: 56.1%. RXN SMILES: C1(C)C=CC=CC=1.C[Al](C)C.[CH2:12]([O:19][C:20]([N:22]1[CH2:27][CH2:26][CH:25]([NH:28][CH2:29][CH2:30][CH2:31][C:32]2[N:42]=[CH:41][CH:40]=[CH:39][C:33]=2[C:34](OCC)=[O:35])[CH2:24][CH2:23]1)=[O:21])[C:13]1[CH:18]=[CH:17][CH:16]=[CH:15][CH:14]=1.Cl>O.ClCCl>[O:35]=[C:34]1[C:33]2[CH:39]=[CH:40][CH:41]=[N:42][C:32]=2[CH2:31][CH2:30][CH2:29][N:28]1[CH:25]1[CH2:24][CH2:23][N:22]([C:20]([O:19][CH2:12][C:13]2[CH:14]=[CH:15][CH:16]=[CH:17][CH:18]=2)=[O:21])[CH2:27][CH2:26]1. Reported procedure: A 2 M toluene solution (14.6 mL) of trimethylaluminum was added at 0° C. to a mixture of ethyl 2-(3-((1-((benzyloxy)carbonyl)piperidin-4-yl)amino)propyl)nicotinate (2.4 g) and dichloromethane (60 mL), and the resultant mixture was stirred at room temperature for 36 hours. Water was added to the reaction mixture, and then, the mixture was neutralized by the addition of hydrochloric acid. The organic layer was separated, and then, the aqueous layer was subjected to extraction with dichloromethane.... Reactants: CC1=C(C(C)=O)[C@]2(CC[C@@H]3[C@]4(CC[C@@H](CC4=CC[C@H]3[C@@H]2C1)OC(C)=O)C)C (16-methyl-3β-acetoxy-5,16-pregnadien-20-one), O (water), Cl.NO (hydroxylamine hydrochloride). The solvent is C(C)O (ethanol), N1=CC=CC=C1 (pyridine). The product is CC1=C(C(C)=NO)[C@]2(CC[C@@H]3[C@]4(CCC(CC4=CC[C@H]3[C@@H]2C1)OC(C)=O)C)C (16-methyl-3-acetoxy-5,16-pregnadien-20-one-oxime). Reaction SMILES: [CH3:1][C:2]1[CH2:21][C@@H:20]2[C@:7]([CH3:27])([CH2:8][CH2:9][C@H:10]3[C@H:19]2[CH2:18][CH:17]=[C:16]2[C@:11]3([CH3:26])[CH2:12][CH2:13][C@H:14]([O:22][C:23](=[O:25])[CH3:24])[CH2:15]2)[C:3]=1[C:4](=O)[CH3:5].Cl.[NH2:29][OH:30].O>C(O)C.N1C=CC=CC=1>[CH3:1][C:2]1[CH2:21][C@@H:20]2[C@:7]([CH3:27])([CH2:8][CH2:9][C@H:10]3[C@H:19]2[CH2:18][CH:17]=[C:16]2[C@:11]3([CH3:26])[CH2:12][CH2:13][CH:14]([O:22][C:23](=[O:25])[CH3:24])[CH2:15]2)[C:3]=1[C:4](=[N:29][OH:30])[CH3:5] |f:1.2|. Reported procedure: A solution of 16-methyl-3β-acetoxy-5,16-pregnadien-20-one (3.70 g, 10 mmoles) was refluxed in a mixture of ethanol (100 ml) and pyridine (10 ml) containing 3.50 g (50 mmoles) of hydroxylamine hydrochloride for one hour. The reaction mixture was added to water and the crude product was filtered and washed with water. Solution in methylene chloride, filtration through anhydrous sodium sulfate, and concentration to dryness in vacuo gave the crude oxime. Starting materials: CN, CS(=O)(=O)OCC1CCc2ccc(S(=O)(=O)c3cccc(F)c3)cc2O1, O. Product: CNCC1CCc2ccc(S(=O)(=O)c3cccc(F)c3)cc2O1. As a reaction SMILES: [CH3:28][NH2:29].[F:1][c:2]1[cH:3][c:4]([S:8](=[O:9])(=[O:10])[c:11]2[cH:12][cH:13][c:14]3[c:19]([cH:20]2)[O:18][CH:17]([CH2:21][O:22][S:23]([CH3:24])(=[O:25])=[O:26])[CH2:16][CH2:15]3)[cH:5][cH:6][cH:7]1.[OH2:27]>>[F:1][c:2]1[cH:3][c:4]([S:8](=[O:9])(=[O:10])[c:11]2[cH:12][cH:13][c:14]3[c:19]([cH:20]2)[O:18][CH:17]([CH2:21][NH:29][CH3:28])[CH2:16][CH2:15]3)[cH:5][cH:6][cH:7]1.